From a dataset of the Open Reaction Database (ORD), a public repository of structured organic reaction records. describe an organic reaction: reactants, conditions, products, and yield The reactants are C(C)(=O)O (acetic acid), C(C1=CC=CC=C1)(=O)C1=C(C=CC(=C1)Cl)NS(=O)(=O)C(F)(F)F (N-(2-benzoyl-4-chlorophenyl)trifluoromethanesulfonamide), CN(CCN)C (N,N-Dimethylethylenediamine), Cl.ClC1=CC=C(C=C1)ON (O-(4-chlorophenyl)hydroxylamine hydrochloride). The solvent is CCO (EtOH), CCO (EtOH). Run at time 15 hour. Product: ClC1=CC(=C(C=C1)NS(=O)(=O)C(F)(F)F)C(C1=CC=CC=C1)=NOC1=CC=C(C=C1)Cl (N-{4-chloro-2-[(4-chlorophenoxyimino)phenylmethyl]phenyl}trifluoromethanesulfonamide). Isolated yield 60.9%. As a reaction SMILES: CN(C)CCN.Cl.[Cl:8][C:9]1[CH:14]=[CH:13][C:12]([O:15][NH2:16])=[CH:11][CH:10]=1.C(O)(=O)C.[C:21]([C:29]1[CH:34]=[C:33]([Cl:35])[CH:32]=[CH:31][C:30]=1[NH:36][S:37]([C:40]([F:43])([F:42])[F:41])(=[O:39])=[O:38])(=O)[C:22]1[CH:27]=[CH:26][CH:25]=[CH:24][CH:23]=1>CCO>[Cl:35][C:33]1[CH:32]=[CH:31][C:30]([NH:36][S:37]([C:40]([F:43])([F:41])[F:42])(=[O:39])=[O:38])=[C:29]([C:21](=[N:16][O:15][C:12]2[CH:13]=[CH:14][C:9]([Cl:8])=[CH:10][CH:11]=2)[C:22]2[CH:23]=[CH:24][CH:25]=[CH:26][CH:27]=2)[CH:34]=1 |f:1.2|. Reported procedure: N,N-Dimethylethylenediamine (82 μL, 0.75 mmol) was added to a suspension of O-(4-chlorophenyl)hydroxylamine hydrochloride (141 mg, 0.51 mmol) in EtOH (15 mL), and the reaction allowed to stir at RT for 15 hours. Glacial acetic acid (3 mL) was then added to adjust the mixture to ca. pH 4 followed by a solution of N-(2-benzoyl-4-chlorophenyl)trifluoromethanesulfonamide 25 (170 mg, 0.47 mmol) in EtOH (5 mL), and the reaction stirred for 63 hours at RT. The reaction mixture was concentrated under va...